Task: describe an organic reaction: reactants, conditions, products, and yield. Dataset: the Open Reaction Database (ORD), a public repository of structured organic reaction records Reactants: COC(=O)C=1SC(=CC1NC(C)C)C1=CC=CC=C1 (3-Isopropylamino-5-phenyl-thiophene-2-carboxylic acid methyl ester), ClNC(CCC(=O)N)=O (N-chlorosuccinamide), C1(=CC=CC=C1)P(C1=CC=CC=C1)C1=CC=CC=C1 (triphenylphosphine), O=C1CCC(CC1)C(=O)O (4-oxo-cyclohexanecarboxylic acid). RXN SMILES: [CH3:1][O:2][C:3]([C:5]1[S:6][C:7]([C:14]2[CH:19]=[CH:18][CH:17]=[CH:16][CH:15]=2)=[CH:8][C:9]=1[NH:10][CH:11]([CH3:13])[CH3:12])=[O:4].ClNC(=O)CCC(N)=O.C1(P(C2C=CC=CC=2)C2C=CC=CC=2)C=CC=CC=1.[O:48]=[C:49]1[CH2:54][CH2:53][CH:52]([C:55](O)=[O:56])[CH2:51][CH2:50]1>ClCCCl.C(Cl)Cl>[CH3:1][O:2][C:3]([C:5]1[S:6][C:7]([C:14]2[CH:15]=[CH:16][CH:17]=[CH:18][CH:19]=2)=[CH:8][C:9]=1[N:10]([CH:11]([CH3:13])[CH3:12])[C:55]([CH:52]1[CH2:53][CH2:54][C:49](=[O:48])[CH2:50][CH2:51]1)=[O:56])=[O:4]. Procedure details: To a solution of 3-Isopropylamino-5-phenyl-thiophene-2-carboxylic acid methyl ester (1.5 g, 5.45 mmol) in 1,2-dichloroethane, N-chlorosuccinamide (0.940 g, 7.091 mmol), triphenylphosphine (1.9 g, 7.091 mmol) and 4-oxo-cyclohexanecarboxylic acid (800 mg, 5.455 mmol) were added. The reaction mixture was stirred at reflux for overnight under an atmosphere of N2. The reaction mixture was diluted with CH2Cl2 and extracted with saturated solution oh NaHCO3. The organic layer was separated, dried (Na2S... Run in C(Cl)Cl (CH2Cl2), ClCCCl (1,2-dichloroethane). Product: COC(=O)C=1SC(=CC1N(C(=O)C1CCC(CC1)=O)C(C)C)C1=CC=CC=C1 (3-[Isopropyl-(4-oxo-cyclohexanecarbonyl)-amino]-5-phenyl-thiophene-2-carboxylic acid methyl ester).